This data is from the Open Reaction Database (ORD), a public repository of structured organic reaction records. The task is: describe an organic reaction: reactants, conditions, products, and yield Reactants: N1=C(C=CC=C1)OCC1=CC=C(CC2=NOC(=C2)C=2C(=NC=CC2)N)C=C1 (3-(3-(4-(Pyridin-2-yloxymethyl)-benzyl)-isoxazol-5-yl)-pyridin-2-yl amine), C1(=CC=C(C=C1)S(=O)(=O)O)C (p-toluenesulfonic acid). Run in CO (methanol). Reaction conditions: time 5 minute. Yields the product C1(=CC=C(C=C1)S(=O)(=O)O)C.N1=C(C=CC=C1)OCC1=CC=C(CC2=NOC(=C2)C=2C(=NC=CC2)N)C=C1 (3-(3-(4-(Pyridin-2-yloxymethyl)-benzyl)-isoxazol-5-yl)-pyridin-2-yl amine p-toluenesulfonate). The yield is 79.0%. As a reaction SMILES: [N:1]1[CH:6]=[CH:5][CH:4]=[CH:3][C:2]=1[O:7][CH2:8][C:9]1[CH:27]=[CH:26][C:12]([CH2:13][C:14]2[CH:18]=[C:17]([C:19]3[C:20]([NH2:25])=[N:21][CH:22]=[CH:23][CH:24]=3)[O:16][N:15]=2)=[CH:11][CH:10]=1.[C:28]1([CH3:38])[CH:33]=[CH:32][C:31]([S:34]([OH:37])(=[O:36])=[O:35])=[CH:30][CH:29]=1>CO>[C:28]1([CH3:38])[CH:29]=[CH:30][C:31]([S:34]([OH:37])(=[O:35])=[O:36])=[CH:32][CH:33]=1.[N:1]1[CH:6]=[CH:5][CH:4]=[CH:3][C:2]=1[O:7][CH2:8][C:9]1[CH:27]=[CH:26][C:12]([CH2:13][C:14]2[CH:18]=[C:17]([C:19]3[C:20]([NH2:25])=[N:21][CH:22]=[CH:23][CH:24]=3)[O:16][N:15]=2)=[CH:11][CH:10]=1 |f:3.4|. Procedure details: 3-(3-(4-(Pyridin-2-yloxymethyl)-benzyl)-isoxazol-5-yl)-pyridin-2-yl amine (100 mg) was dissolved in methanol (5 mL), and p-toluenesulfonic acid (55.7 mg) was added thereto. This mixture was stirred at room temperature for 5 minutes, and then, concentrated in vacuo. To the residue was added ethanol (5 mL), and subjected to ultrasound treatment to cause solids to be precipitated. This solids were filtered, washed with ethanol and then dried in vacuo to obtain the title compound (117 mg).